This data is from the Open Reaction Database (ORD), a public repository of structured organic reaction records. The task is: describe an organic reaction: reactants, conditions, products, and yield Starting materials: COC1=CC=C(COC(=O)N2C(=NC=3C2=CSC3)S(=O)CC3=NC=C(C=C3)C)C=C1 (1-(4-Methoxybenzyloxycarbonyl)-2-(5-methyl-2-picolylsulfinyl)-1H-thieno[3,4-d]imidazole), C(C)(C)(C)OC(=O)N1C(=NC=2C1=CSC2)SCC2=NC=C(C=C2)C (1-tert.-Butoxycarbonyl-2-(5-methyl-2-picolylmercapto)-1H-thieno[3,4-d]imidazole), ClC1=CC(=CC=C1)C(=O)OO (m-chloroperbenzoic acid). The solvent is C(Cl)Cl (CH2Cl2), C(Cl)Cl (CH2Cl2). Product: C(C)(C)(C)OC(=O)N1C(=NC=2C1=CSC2)S(=O)CC2=NC=C(C=C2)C (1-tert.-Butoxycarbonyl-2-(5-methyl-2-picolylsulfinyl)-1H-thieno[3,4-d]imidazole). RXN SMILES: [C:1]([O:5][C:6]([N:8]1[C:12]2=[CH:13][S:14][CH:15]=[C:11]2[N:10]=[C:9]1[S:16][CH2:17][C:18]1[CH:23]=[CH:22][C:21]([CH3:24])=[CH:20][N:19]=1)=[O:7])([CH3:4])([CH3:3])[CH3:2].C[O:26]C1C=CC(COC(N2C3=CSC=C3N=C2S(CC2C=CC(C)=CN=2)=O)=O)=CC=1.ClC1C=CC=C(C(OO)=O)C=1>C(Cl)Cl>[C:1]([O:5][C:6]([N:8]1[C:12]2=[CH:13][S:14][CH:15]=[C:11]2[N:10]=[C:9]1[S:16]([CH2:17][C:18]1[CH:23]=[CH:22][C:21]([CH3:24])=[CH:20][N:19]=1)=[O:26])=[O:7])([CH3:4])([CH3:3])[CH3:2]. Procedure details: 1.1 g (3 mmol) of the title compound from Example 23 were dissolved in 50 ml of CH2Cl2, and 50 ml of the KH2PO4 /Na2HPO4 buffer solution from Example 22 were added. At 10° C. a total of 900 mg (4.5 mmol) of m-chloroperbenzoic acid in CH2Cl2 was added dropwise in portions until the precursor has been completely used up.